This data is from the Open Reaction Database (ORD), a public repository of structured organic reaction records. The task is: describe an organic reaction: reactants, conditions, products, and yield Reported procedure: Into a 30 mL vial, [A] 7-(4-Methanesulfonyl-phenyl)-5-methyl-2-methylsulfanyl-pyrrolo[2,1-f][1,2,4]triazine (0.260 g, 0.000780 mol) and Methylene chloride (20 mL, 0.3 mol) were added. m-CPBA 70-75% (70:30, m-Chloroperbenzoic acid:3-Chlorobenzoic acid, 0.211 g, 0.000858 mol) was added and stirred at room temperature overnight. The reaction was partitioned with DCM and saturated NaHCO3. The organic was separated and washed with water then Brine and dried over Na2SO4. The solid was filtered and was... Reaction SMILES: [CH3:1][S:2]([C:5]1[CH:10]=[CH:9][C:8]([C:11]2[N:19]3[C:14]([CH:15]=[N:16][C:17]([S:20][CH3:21])=[N:18]3)=[C:13]([CH3:22])[CH:12]=2)=[CH:7][CH:6]=1)(=[O:4])=[O:3].C(Cl)Cl.C1C=C(Cl)C=C(C(OO)=[O:34])C=1>>[CH3:21][S:20]([C:17]1[N:16]=[CH:15][C:14]2=[C:13]([CH3:22])[CH:12]=[C:11]([C:8]3[CH:7]=[CH:6][C:5]([S:2]([CH3:1])(=[O:4])=[O:3])=[CH:10][CH:9]=3)[N:19]2[N:18]=1)=[O:34]. The yield is 73.4%. Product: CS(=O)C1=NN2C(C=N1)=C(C=C2C2=CC=C(C=C2)S(=O)(=O)C)C (2-Methanesulfinyl-7-(4-methanesulfonyl-phenyl)-5-methyl-pyrrolo[2,1-f][1,2,4]triazine). Run at time 8 hour. Starting materials: CS(=O)(=O)C1=CC=C(C=C1)C1=CC(=C2C=NC(=NN21)SC)C (7-(4-Methanesulfonyl-phenyl)-5-methyl-2-methylsulfanyl-pyrrolo[2,1-f][1,2,4]triazine), C(Cl)Cl (Methylene chloride), C1=CC(=CC(=C1)Cl)C(=O)OO (m-CPBA).